This data is from the Open Reaction Database (ORD), a public repository of structured organic reaction records. The task is: describe an organic reaction: reactants, conditions, products, and yield Reactants: Cc1cccc(Cl)[n+]1[O-], [Na+], O=C([O-])O, O=[N+]([O-])O, O=S(=O)(O)O. Product: Cc1cc([N+](=O)[O-])cc(Cl)[n+]1[O-]. RXN SMILES: [Cl:1][c:2]1[n+:3]([O-:9])[c:4]([CH3:8])[cH:5][cH:6][cH:7]1.[Na+:18].[O-:14][C:15]([OH:16])=[O:17].[OH:10][N+:11]([O-:12])=[O:13].[S:19](=[O:20])(=[O:21])([OH:22])[OH:23]>>[Cl:1][c:2]1[n+:3]([O-:9])[c:4]([CH3:8])[cH:5][c:6]([N+:11](=[O:10])[O-:12])[cH:7]1. Starting materials: Cl (hydrochloric acid), C(C1=CC=CC=C1)OC1=CC(=C(C=C1OC)C1=NOC(=N1)C)I (3-(4-Benzyloxy-2-iodo-5-methoxyphenyl)-5-methyl-[1,2,4]oxa-diazole), C(C)(C)[Mg]Cl (Isopropylmagnesium chloride), C(C(C)C)=O (isobutyraldehyde). Run in O (Water), O1CCCC1 (tetrahydrofuran). Reaction conditions: time 30 minute. Product: C(C1=CC=CC=C1)OC=1C(=CC(=C(C1)C(C(C)C)O)C1=NOC(=N1)C)OC (1-[5-Benzyloxy-4-methoxy-2-(5-methyl-[1,2,4]oxadiazol-3-yl)phenyl]-2-methylpropan-1-ol). Reaction SMILES: [CH2:1]([O:8][C:9]1[C:14]([O:15][CH3:16])=[CH:13][C:12]([C:17]2[N:21]=[C:20]([CH3:22])[O:19][N:18]=2)=[C:11](I)[CH:10]=1)[C:2]1[CH:7]=[CH:6][CH:5]=[CH:4][CH:3]=1.C([Mg]Cl)(C)C.[CH:29](=[O:33])[CH:30]([CH3:32])[CH3:31].Cl>O.O1CCCC1>[CH2:1]([O:8][C:9]1[C:14]([O:15][CH3:16])=[CH:13][C:12]([C:17]2[N:21]=[C:20]([CH3:22])[O:19][N:18]=2)=[C:11]([CH:29]([OH:33])[CH:30]([CH3:32])[CH3:31])[CH:10]=1)[C:2]1[CH:7]=[CH:6][CH:5]=[CH:4][CH:3]=1. Reported procedure: A mixture of 3-(4-benzyloxy-2-iodo-5-methoxy-phenyl)-5-methyl-[1,2,4]oxadiazole (reference example 4-1) (844 mg) and tetrahydrofuran (6 mL) was cooled in an ice salt bath under an argon atmosphere. Isopropylmagnesium chloride (2.0 mol/L tetrahydrofuran solution, 1.2 mL) was added, and the mixture was stirred under ice-salt-bath cooling for 10 minutes. After an addition of isobutyraldehyde (0.55 mL), the mixture was stirred in an ice salt bath for 10 minutes, and at room temperature for 30 minute... Starting materials: C(CCC)OCCOC1=CC=C(C=C1)C=1C=CC2=C(C=C(CCCN2CC(C)C)C(=O)NC2=CC=C(C=C2)S(=O)CC2=CN=CN2CCC)C1 ((−)-8-[4-(2-butoxyethoxy)phenyl]-1-isobutyl-N-[4-[[[1-propyl-1H-imidazol-5-yl]methyl]sulfinyl]phenyl]-1,2,3,4-tetrahydro-1-benzoazocine-5-carboxamide), C(C(=O)O)(=O)O (oxalic acid). Solvent: C(C)(=O)OCC (ethyl acetate), C(C)O (ethanol). Conditions: time 8 hour. Product: C(CCC)OCCOC1=CC=C(C=C1)C=1C=CC2=C(C=C(CCCN2CC(C)C)C(=O)NC2=CC=C(C=C2)S(=O)CC2=CN=CN2CCC)C1.C(C(=O)[O-])(=O)[O-] ((−)-8-[4-(2-butoxyethoxy)phenyl]-1-isobutyl-N-[4-[[[1-propyl-1H-imidazol-5-yl]methyl]sulfinyl]phenyl]-1,2,3,4-tetrahydro-1-benzoazocine-5-carboxamide oxalate). The yield is 88.8%. As a reaction SMILES: [CH2:1]([O:5][CH2:6][CH2:7][O:8][C:9]1[CH:14]=[CH:13][C:12]([C:15]2[CH:16]=[CH:17][C:18]3[N:25]([CH2:26][CH:27]([CH3:29])[CH3:28])[CH2:24][CH2:23][CH2:22][C:21]([C:30]([NH:32][C:33]4[CH:38]=[CH:37][C:36]([S:39]([CH2:41][C:42]5[N:46]([CH2:47][CH2:48][CH3:49])[CH:45]=[N:44][CH:43]=5)=[O:40])=[CH:35][CH:34]=4)=[O:31])=[CH:20][C:19]=3[CH:50]=2)=[CH:11][CH:10]=1)[CH2:2][CH2:3][CH3:4].[C:51]([OH:56])(=[O:55])[C:52]([OH:54])=[O:53]>C(OCC)(=O)C.C(O)C>[CH2:1]([O:5][CH2:6][CH2:7][O:8][C:9]1[CH:14]=[CH:13][C:12]([C:15]2[CH:16]=[CH:17][C:18]3[N:25]([CH2:26][CH:27]([CH3:28])[CH3:29])[CH2:24][CH2:23][CH2:22][C:21]([C:30]([NH:32][C:33]4[CH:34]=[CH:35][C:36]([S:39]([CH2:41][C:42]5[N:46]([CH2:47][CH2:48][CH3:49])[CH:45]=[N:44][CH:43]=5)=[O:40])=[CH:37][CH:38]=4)=[O:31])=[CH:20][C:19]=3[CH:50]=2)=[CH:11][CH:10]=1)[CH2:2][CH2:3][CH3:4].[C:51]([O-:56])(=[O:55])[C:52]([O-:54])=[O:53] |f:4.5|. Procedure: To a solution of (−)-8-[4-(2-butoxyethoxy)phenyl]-1-isobutyl-N-[4-[[[1-propyl-1H-imidazol-5-yl]methyl]sulfinyl]phenyl]-1,2,3,4-tetrahydro-1-benzoazocine-5-carboxamide (100 mg) in ethyl acetate (4 ml) was added a solution of oxalic acid (6.46 mg) in ethanol (2 ml), after which the solvent was distilled off under reduced pressure. Ethyl acetate (5 ml) was added, and the solvent was again distilled off under reduced pressure, after which ethyl acetate (4 ml) was added, and the mixture was allowed t... Starting materials: C(CCC)C1=NN(C(=C1)N)C (3-butyl-1-methyl-5-pyrazolamine), COC(C(C(=O)C)=CC1=C(C=CC=C1)[N+](=O)[O-])=O (methyl-2-(2-nitrobenzyliden)acetoacetate). The product is COC(=O)C=1C(C2=C(NC1C)N(N=C2CCCC)C)C2=C(C=CC=C2)[N+](=O)[O-] (3-Butyl-4,7-dihydro-1,6-dimethyl-4-(2-nitrophenyl)-1H-pyrazolo[3,4-b]pyridin-5-carboxylic acid methyl ester). RXN SMILES: [CH2:1]([C:5]1[CH:9]=[C:8]([NH2:10])[N:7]([CH3:11])[N:6]=1)[CH2:2][CH2:3][CH3:4].[CH3:12][O:13][C:14](=[O:29])[C:15](=[CH:19][C:20]1[CH:25]=[CH:24][CH:23]=[CH:22][C:21]=1[N+:26]([O-:28])=[O:27])[C:16]([CH3:18])=O>>[CH3:12][O:13][C:14]([C:15]1[CH:19]([C:20]2[CH:25]=[CH:24][CH:23]=[CH:22][C:21]=2[N+:26]([O-:28])=[O:27])[C:9]2[C:5]([CH2:1][CH2:2][CH2:3][CH3:4])=[N:6][N:7]([CH3:11])[C:8]=2[NH:10][C:16]=1[CH3:18])=[O:29]. Reported procedure: Starting from 3-butyl-1-methyl-5-pyrazolamine and methyl-2-(2-nitrobenzyliden)acetoacetate in equimolar proportions. Reactants: IC1=CC=C(C(=O)OC(C)(C)C)C=C1 (tert-butyl 4-iodobenzoate), C(C)(C)[Mg]Br (isopropylmagnesium bromide), C(C1=CC=CC=C1)(=O)C(=O)OCC (ethyl benzoylformate). Run in C1CCOC1 (THF). Run at temperature -40 celsius, time 1 hour. Yields the product C(C)(C)(C)OC(=O)C1=CC=C(C=C1)C(C(=O)OCC)(C1=CC=CC=C1)O (ethyl (4-tert-butyloxycarbonylphenyl)(hydroxy)phenylacetate). The yield is 21.9%. RXN SMILES: I[C:2]1[CH:14]=[CH:13][C:5]([C:6]([O:8][C:9]([CH3:12])([CH3:11])[CH3:10])=[O:7])=[CH:4][CH:3]=1.C([Mg]Br)(C)C.[C:20]([C:28]([O:30][CH2:31][CH3:32])=[O:29])(=[O:27])[C:21]1[CH:26]=[CH:25][CH:24]=[CH:23][CH:22]=1>C1COCC1>[C:9]([O:8][C:6]([C:5]1[CH:13]=[CH:14][C:2]([C:20]([OH:27])([C:21]2[CH:22]=[CH:23][CH:24]=[CH:25][CH:26]=2)[C:28]([O:30][CH2:31][CH3:32])=[O:29])=[CH:3][CH:4]=1)=[O:7])([CH3:12])([CH3:11])[CH3:10]. Procedure details: To a stirred solution of tert-butyl 4-iodobenzoate (0.304 g, 1.0 mmol) in 10 mL THF at −40° C. was added a solution of isopropylmagnesium bromide (1.05 ml, 1.05 mmol, 1M in THF) dropwise under argon. After stirring for 1 hour at −40° C., ethyl benzoylformate (0.175 ml, 1.1 mmol) was added dropwise and the cold bath allowed to warm to room temperature over a 40 min. period. The reaction was quenched by the addition of an aqueous solution of 20% ammonium chloride. The reaction mixture was extracte...